Dataset: the Open Reaction Database (ORD), a public repository of structured organic reaction records. Task: describe an organic reaction: reactants, conditions, products, and yield The reactants are O=C1N(C2=NC=CC=C2C=C1C(=O)OCC)C1=CC=CC=C1 (ethyl 2-oxo-1-phenyl-1,2-dihydro-1,8-naphthyridine-3-carboxylate), C([O-])([O-])=O.[K+].[K+] (potassium carbonate), O (water). Solvent: O1CCOCC1 (1,4-dioxane). Reaction conditions: temperature 50 celsius, time 3 hour. Yields the product O=C1N(C2=NC=CC=C2C=C1C(=O)O)C1=CC=CC=C1 (2-oxo-1-phenyl-1,2-dihydro-1,8-naphthyridine-3-carboxylic acid), crystals. Yield: 95.0%. As a reaction SMILES: [O:1]=[C:2]1[C:11]([C:12]([O:14]CC)=[O:13])=[CH:10][C:9]2[C:4](=[N:5][CH:6]=[CH:7][CH:8]=2)[N:3]1[C:17]1[CH:22]=[CH:21][CH:20]=[CH:19][CH:18]=1.C(=O)([O-])[O-].[K+].[K+].O>O1CCOCC1>[O:1]=[C:2]1[C:11]([C:12]([OH:14])=[O:13])=[CH:10][C:9]2[C:4](=[N:5][CH:6]=[CH:7][CH:8]=2)[N:3]1[C:17]1[CH:18]=[CH:19][CH:20]=[CH:21][CH:22]=1 |f:1.2.3|. Reported procedure: 2.00 g (6.8 mmol) of ethyl 2-oxo-1-phenyl-1,2-dihydro-1,8-naphthyridine-3-carboxylate was dissolved in 1,4-dioxane (100 mL), and 1.41 g (10.2 mmol) of potassium carbonate and 200 mL of water were added thereto at room temperature. The resulting mixture was stirred for 3 hours at 50° C. The solvent was distilled off under reduced pressure from the reaction mixture, and the residue was dissolved in water. Concentrated hydrochloric acid was added thereto to make the solution acidic. A solid precipi... Reactants: C(C)(C)S(=O)(=O)C1=CC=C(C=C1)B1OC(C(O1)(C)C)(C)C (2-(4-isopropylsulfonylphenyl)-4,4,5,5-tetramethyl-1,3,2-dioxaborolane), C(C)(C)(C)OC(=O)N(C1=NC=C(C=C1C1=NN=C(O1)C1=CC=C(C=C1)CN(C(OC(C)(C)C)=O)C)Br)C(=O)OC(C)(C)C (tert-Butyl N-[[4-[5-[2-[bis(tert-butoxycarbonyl)amino]-5-bromo-3-pyridyl]-1,3,4-oxadiazol-2-yl]phenyl]methyl]-N-methyl-carbamate), C(=O)([O-])[O-].[Na+].[Na+] (Na2CO3). Reagents/catalysts: Cl[Pd]([P](C1=CC=CC=C1)(C2=CC=CC=C2)C3=CC=CC=C3)([P](C4=CC=CC=C4)(C5=CC=CC=C5)C6=CC=CC=C6)Cl (Pd(PPh3)2Cl2). Solvent: CCOC(=O)C.O (EtOAc water), CN(C)C=O (DMF). Reaction conditions: temperature 80 celsius. Yields the product C(C)(C)(C)OC(=O)N(C1=NC=C(C=C1C1=NN=C(O1)C1=CC=C(C=C1)CN(C(OC(C)(C)C)=O)C)C1=CC=C(C=C1)S(=O)(=O)C(C)C)C(=O)OC(C)(C)C (tert-Butyl N-[[4-[5-[2-[bis(tert-butoxycarbonyl)amino]-5-(4-isopropylsulfonylphenyl)-3-pyridyl]-1,3,4-oxadiazol-2-yl]phenyl]methyl]-N-methyl-carbamate). Yield: 98.0%. As a reaction SMILES: [C:1]([O:5][C:6]([N:8]([C:37]([O:39][C:40]([CH3:43])([CH3:42])[CH3:41])=[O:38])[C:9]1[C:14]([C:15]2[O:19][C:18]([C:20]3[CH:25]=[CH:24][C:23]([CH2:26][N:27]([CH3:35])[C:28](=[O:34])[O:29][C:30]([CH3:33])([CH3:32])[CH3:31])=[CH:22][CH:21]=3)=[N:17][N:16]=2)=[CH:13][C:12](Br)=[CH:11][N:10]=1)=[O:7])([CH3:4])([CH3:3])[CH3:2].[CH:44]([S:47]([C:50]1[CH:55]=[CH:54][C:53](B2OC(C)(C)C(C)(C)O2)=[CH:52][CH:51]=1)(=[O:49])=[O:48])([CH3:46])[CH3:45].C([O-])([O-])=O.[Na+].[Na+]>CN(C=O)C.CCOC(C)=O.O.Cl[Pd](Cl)([P](C1C=CC=CC=1)(C1C=CC=CC=1)C1C=CC=CC=1)[P](C1C=CC=CC=1)(C1C=CC=CC=1)C1C=CC=CC=1>[C:1]([O:5][C:6]([N:8]([C:37]([O:39][C:40]([CH3:43])([CH3:42])[CH3:41])=[O:38])[C:9]1[C:14]([C:15]2[O:19][C:18]([C:20]3[CH:25]=[CH:24][C:23]([CH2:26][N:27]([CH3:35])[C:28](=[O:34])[O:29][C:30]([CH3:33])([CH3:32])[CH3:31])=[CH:22][CH:21]=3)=[N:17][N:16]=2)=[CH:13][C:12]([C:53]2[CH:52]=[CH:51][C:50]([S:47]([CH:44]([CH3:46])[CH3:45])(=[O:49])=[O:48])=[CH:55][CH:54]=2)=[CH:11][N:10]=1)=[O:7])([CH3:4])([CH3:3])[CH3:2] |f:2.3.4,6.7,^1:85,104|. Procedure details: tert-Butyl N-[[4-[5-[2-[bis(tert-butoxycarbonyl)amino]-5-bromo-3-pyridyl]-1,3,4-oxadiazol-2-yl]phenyl]methyl]-N-methyl-carbamate (120 mg, 0.1817 mmol) was dissolved in DMF (1.2 mL) and 2-(4-isopropylsulfonylphenyl)-4,4,5,5-tetramethyl-1,3,2-dioxaborolane (84.57 mg, 0.2726 mmol) and Pd(PPh3)2Cl2 (7.516 mg, 0.01817 mmol) were added. 2M aqueous Na2CO3 (272.6 μL, 0.5451 mmol) was added and the reaction heated at 80° C. for 1 hour in a sealed tube. The reaction mixture was cooled to ambient temperatu... Starting materials: SC1=C(C=CC=C1)O (2-mercaptophenol), C1(CCCCC1)CBr (cyclohexylmethyl bromide), 1p. Yields the product C1(CCCCC1)CSC1=C(C=CC=C1)O (2-(cyclohexylmethylthio)phenol). Yield: 87.0%. RXN SMILES: [SH:1][C:2]1[CH:7]=[CH:6][CH:5]=[CH:4][C:3]=1[OH:8].[CH:9]1([CH2:15]Br)[CH2:14][CH2:13][CH2:12][CH2:11][CH2:10]1>>[CH:9]1([CH2:15][S:1][C:2]2[CH:7]=[CH:6][CH:5]=[CH:4][C:3]=2[OH:8])[CH2:14][CH2:13][CH2:12][CH2:11][CH2:10]1. Reported procedure: This compound was prepared in 87% yield from 2-mercaptophenol and cyclohexylmethyl bromide according to the procedure for 1p in Example VIII. Colorless oil; 1H NMR (CDCl3): 0.91-0.99, 1.10-1.24 (m, 3H), 1.39-1.47 (m, 1H), 1.62-1.67 (m, 2H), 1.85-1.87 (m, 2H), 6.74 (s, 1H), 6.85 (dt, J=1.35 Hz, J=7.70 Hz, 1H), 6.97 (dd, J=1.35 Hz, J=8.25 Hz, 1H), 7.24 (dt, J=1.65 Hz, J=7.42 Hz), 7.45 (dd, J=1.65 Hz, J=7.70 Hz); 13C NMR (CDCl3): δ 26.09, 26.45, 32.70, 37.86, 44.71, 114.83, 120.20, 120.85, 130.92, ... Yields the product CCNC(=O)Nc1ccc(-c2nc3c(c(N4CCOCC4C)n2)CCN(C(C)=O)C3CC#N)cc1. The reactants are CCNC(=O)Nc1ccc(-c2nc3c(c(N4CCOCC4C)n2)CCNC3CC#N)cc1, CN(C)C=O, CC(=O)Cl, CCN(C(C)C)C(C)C. As a reaction SMILES: [C:1](#[N:2])[CH2:3][CH:4]1[NH:5][CH2:6][CH2:7][c:8]2[c:9]1[n:10][c:11](-[c:21]1[cH:22][cH:23][c:24]([NH:27][C:28](=[O:29])[NH:30][CH2:31][CH3:32])[cH:25][cH:26]1)[n:12][c:13]2[N:14]1[CH:15]([CH3:20])[CH2:16][O:17][CH2:18][CH2:19]1.[CH3:33][N:34]([CH3:35])[CH:36]=[O:37].[CH3:47][C:48]([Cl:49])=[O:50].[CH:38]([N:39]([CH2:40][CH3:41])[CH:42]([CH3:43])[CH3:44])([CH3:45])[CH3:46]>>[C:1](#[N:2])[CH2:3][CH:4]1[N:5]([C:48]([CH3:47])=[O:50])[CH2:6][CH2:7][c:8]2[c:9]1[n:10][c:11](-[c:21]1[cH:22][cH:23][c:24]([NH:27][C:28](=[O:29])[NH:30][CH2:31][CH3:32])[cH:25][cH:26]1)[n:12][c:13]2[N:14]1[CH:15]([CH3:20])[CH2:16][O:17][CH2:18][CH2:19]1. The product is [Si](C)(C)(C(C)(C)C)O[C@@H](CNC(CC1=CC(=CC=C1)CN1CCC2(CN(CCO2)C(=O)C2=CSC(=C2)C(C)C)CC1)(C)C)C1=C2C=CC(NC2=C(C=C1)O)=O ((R)-5-(1-(tert-Butyldimethylsilyloxy)-2-(1-(3-((4-(5-isopropylthiophene-3-carbonyl)-1-oxa-4,9-diazaspiro[5.5]undecan-9-yl)methyl)phenyl)-2-methylpropan-2-ylamino)ethyl)-8-hydroxyquinolin-2(1H)-one). As a reaction SMILES: [Si:1]([O:8][C@H:9]([C:24]1[CH:33]=[CH:32][C:31]([OH:34])=[C:30]2[C:25]=1[CH:26]=[CH:27][C:28](=[O:35])[NH:29]2)[CH2:10][NH:11][C:12]([CH3:23])([CH3:22])[CH2:13][C:14]1[CH:15]=[C:16]([CH:19]=[CH:20][CH:21]=1)[CH:17]=O)([C:4]([CH3:7])([CH3:6])[CH3:5])([CH3:3])[CH3:2].[CH:36]([C:39]1[S:43][CH:42]=[C:41]([C:44]([N:46]2[CH2:51][C:50]3([CH2:56][CH2:55][NH:54][CH2:53][CH2:52]3)[O:49][CH2:48][CH2:47]2)=[O:45])[CH:40]=1)([CH3:38])[CH3:37]>>[Si:1]([O:8][C@H:9]([C:24]1[CH:33]=[CH:32][C:31]([OH:34])=[C:30]2[C:25]=1[CH:26]=[CH:27][C:28](=[O:35])[NH:29]2)[CH2:10][NH:11][C:12]([CH3:23])([CH3:22])[CH2:13][C:14]1[CH:21]=[CH:20][CH:19]=[C:16]([CH2:17][N:54]2[CH2:53][CH2:52][C:50]3([O:49][CH2:48][CH2:47][N:46]([C:44]([C:41]4[CH:40]=[C:39]([CH:36]([CH3:38])[CH3:37])[S:43][CH:42]=4)=[O:45])[CH2:51]3)[CH2:56][CH2:55]2)[CH:15]=1)([C:4]([CH3:5])([CH3:6])[CH3:7])([CH3:3])[CH3:2]. Reported procedure: The subtitled compound was prepared using a similar method to that described in Example 14, step b) using (R)-3-(2-(2-(tert-butyldimethylsilyloxy)-2-(8-hydroxy-2-oxo-1,2-dihydroquinolin-5-yl)ethylamino)-2-methylpropyl)benzaldehyde (0.32 g) (Example 275, step h) and (5-isopropylthiophen-3-yl)(1-oxa-4,9-diazaspiro[5.5]undecan-4-yl)methanone (0.21 g) (Example 275, step i)). The crude product was purified by flash silica chromatography, 8% methanol in dichloromethane with 1% 880 aqueous ammonia. Pur... Starting materials: [Si](C)(C)(C(C)(C)C)O[C@@H](CNC(CC=1C=C(C=O)C=CC1)(C)C)C1=C2C=CC(NC2=C(C=C1)O)=O ((R)-3-(2-(2-(tert-Butyldimethylsilyloxy)-2-(8-hydroxy-2-oxo-1,2-dihydroquinolin-5-yl)ethylamino)-2-methylpropyl)benzaldehyde), C(C)(C)C1=CC(=CS1)C(=O)N1CCOC2(C1)CCNCC2 ((5-Isopropylthiophen-3-yl)(1-oxa-4,9-diazaspiro[5.5]undecan-4-yl)methanone). Starting materials: CC(C)(C)N(CC(=O)N1CCc2ccccc2C1C1CCCCC1)C(=O)[O-], CCOC(C)=O, CCOC(C)=O, Cl. Product: NCC(=O)N1CCc2ccccc2C1C1CCCCC1. RXN SMILES: [C:1]([N:5]([C:2](=[O:3])[O-:4])[CH2:9][C:10](=[O:11])[N:12]1[CH:13]([CH:22]2[CH2:23][CH2:24][CH2:25][CH2:26][CH2:27]2)[c:14]2[cH:15][cH:16][cH:17][cH:18][c:19]2[CH2:20][CH2:21]1)([CH3:6])([CH3:7])[CH3:8].[CH3:29][CH2:30][O:31][C:32]([CH3:33])=[O:34].[CH3:35][CH2:36][O:37][C:38]([CH3:39])=[O:40].[ClH:28]>>[NH2:5][CH2:9][C:10](=[O:11])[N:12]1[CH:13]([CH:22]2[CH2:23][CH2:24][CH2:25][CH2:26][CH2:27]2)[c:14]2[cH:15][cH:16][cH:17][cH:18][c:19]2[CH2:20][CH2:21]1. Yields the product C(CCC)NC(CCC(C1=CC=CC=C1)=NNC(=S)N)=O (2-(4-Butylamino-4-oxo-1-phenyl-butylidene)-hydrazinothiocarboxamide). As a reaction SMILES: [NH2:1][NH:2][C:3]([NH2:5])=[S:4].[CH2:6]([NH:10][C:11](=[O:22])[CH2:12][CH2:13][C:14](=O)[C:15]1[CH:20]=[CH:19][CH:18]=[CH:17][CH:16]=1)[CH2:7][CH2:8][CH3:9].Cl.O>CO>[CH2:6]([NH:10][C:11](=[O:22])[CH2:12][CH2:13][C:14](=[N:1][NH:2][C:3]([NH2:5])=[S:4])[C:15]1[CH:16]=[CH:17][CH:18]=[CH:19][CH:20]=1)[CH2:7][CH2:8][CH3:9]. Starting materials: NNC(=S)N (Thiosemicarbazide), C(CCC)NC(CCC(C1=CC=CC=C1)=O)=O (N-butyl-4-oxo-4-phenyl-butyramide), Cl (HCl), O (water). Solvent: CO (methanol). The yield is 68.5%. Procedure: Thiosemicarbazide (1.95 g, 21.4 mmol) was added to a solution of N-butyl-4-oxo-4-phenyl-butyramide (5.0 g, 21.4 mmol), prepared in the previous step, in 75 ml of methanol plus 5.8 ml of 1 N HCl plus 5.8 ml of water and the reaction stirred at room temperature for 22 hours. The reaction was concentrated under reduced pressure at which time a solid formed. The solid was collected by filtration and dried to give 4.49 g of an off-white solid. Recrystallization of the solid from isopropyl alcohol gav... Starting materials: CCCCCCCCCCCOc1cccc(C(=O)OC)c1, CO, [Na+], [OH-]. Product: CCCCCCCCCCCOc1cccc(C(=O)O)c1. Reaction SMILES: [CH2:3]([CH2:4][CH2:5][CH2:6][CH2:7][CH2:8][CH2:9][CH2:10][CH2:11][CH2:12][CH3:13])[O:14][c:15]1[cH:16][c:17]([C:18](=[O:19])[O:20][CH3:21])[cH:22][cH:23][cH:24]1.[CH3:25][OH:26].[Na+:2].[OH-:1]>>[CH2:3]([CH2:4][CH2:5][CH2:6][CH2:7][CH2:8][CH2:9][CH2:10][CH2:11][CH2:12][CH3:13])[O:14][c:15]1[cH:16][c:17]([C:18](=[O:19])[OH:20])[cH:22][cH:23][cH:24]1. Reactants: BrC=1C=C(C=C(C1OC)OC)C1OCC(CO1)(C)C (2-(3-bromo-4,5-dimethoxy-phenyl)-5,5-dimethyl-1,3-dioxan), C(CCC)[Li] (n-butyllithium), C1(CC1)N1C=C(C(C2=CC(=C(C=C12)OS(=O)(=O)C(F)(F)F)F)=O)C(=O)OCC (ethyl 1-cyclopropyl-6-fluoro-1,4-dihydro-4-oxo-7-[[(trifluoromethyl)sulphonyl]oxy]quinoline-3-carboxylate), tetrakis-triphenylphosphine palladium. The reagents and catalysts are [Cl-].[Zn+2].[Cl-] (zinc chloride). Solvent: O1CCCC1 (tetrahydrofuran), CCCCCC (n-hexane), C(C)(=O)OCC (ethyl acetate), O1CCCC1 (tetrahydrofuran), O1CCCC1 (tetrahydrofuran). The product is C1(CC1)N1C=C(C(C2=CC(=C(C=C12)C1=C(C(=CC(=C1)C1OCC(CO1)(C)C)OC)OC)F)=O)C(=O)OCC (ethyl 1-cyclopropyl-7-[5-(5,5-dimethyl-1,3-dioxan-2-yl)-2,3-dimethoxy-phenyl]-6-fluoro-1,4-dihydro-4-oxo-quinoline-3-carboxylate). Yield: 68.5%. RXN SMILES: Br[C:2]1[CH:3]=[C:4]([CH:12]2[O:17][CH2:16][C:15]([CH3:19])([CH3:18])[CH2:14][O:13]2)[CH:5]=[C:6]([O:10][CH3:11])[C:7]=1[O:8][CH3:9].C([Li])CCC.[CH:25]1([N:28]2[C:37]3[C:32](=[CH:33][C:34]([F:46])=[C:35](OS(C(F)(F)F)(=O)=O)[CH:36]=3)[C:31](=[O:47])[C:30]([C:48]([O:50][CH2:51][CH3:52])=[O:49])=[CH:29]2)[CH2:27][CH2:26]1>O1CCCC1.CCCCCC.C(OCC)(=O)C.[Cl-].[Zn+2].[Cl-]>[CH:25]1([N:28]2[C:37]3[C:32](=[CH:33][C:34]([F:46])=[C:35]([C:2]4[CH:3]=[C:4]([CH:12]5[O:17][CH2:16][C:15]([CH3:19])([CH3:18])[CH2:14][O:13]5)[CH:5]=[C:6]([O:10][CH3:11])[C:7]=4[O:8][CH3:9])[CH:36]=3)[C:31](=[O:47])[C:30]([C:48]([O:50][CH2:51][CH3:52])=[O:49])=[CH:29]2)[CH2:26][CH2:27]1 |f:6.7.8|. Reported procedure: A solution of 1.17 g of 2-(3-bromo-4,5-dimethoxy-phenyl)-5,5-dimethyl-1,3-dioxan (Example 6a)) in 10 ml of tetrahydrofuran is treated dropwise at -100° over 20 minutes with 2.2 ml of a 1.6M n-butyllithium solution in n-hexane. The solution is stirred for a further hour at -100° and then treated dropwise at this temperature with 7 ml of a 0.5M zinc chloride solution in tetrahydrofuran within 20 minutes. The reaction mixture is warmed slowly to 0° and stirred at this temperature for a further 1hr.... Starting materials: solution, ClCC1=CC=C(C(=O)NC2=C(C=CC=C2)OC)C=C1 (4-Chloromethyl-N-(2-methoxyphenyl)benzamide), C([O-])([O-])=O.[Ca+2] (calcium carbonate), O1CCOCC1.O (dioxane water). The solvent is C1CCOC1 (THF). Conditions: time 25 hour. The product is OCC1=CC=C(C(=O)NC2=C(C=CC=C2)OC)C=C1 (4-Hydroxymethyl-N-(2-methoxyphenyl)benzamide). Isolated yield 88.3%. As a reaction SMILES: Cl[CH2:2][C:3]1[CH:19]=[CH:18][C:6]([C:7]([NH:9][C:10]2[CH:15]=[CH:14][CH:13]=[CH:12][C:11]=2[O:16][CH3:17])=[O:8])=[CH:5][CH:4]=1.C(=O)([O-])[O-:21].[Ca+2].O1CCOCC1.O>C1COCC1>[OH:21][CH2:2][C:3]1[CH:19]=[CH:18][C:6]([C:7]([NH:9][C:10]2[CH:15]=[CH:14][CH:13]=[CH:12][C:11]=2[O:16][CH3:17])=[O:8])=[CH:5][CH:4]=1 |f:1.2,3.4|. Procedure: 4-Chloromethyl-N-(2-methoxyphenyl)benzamide (500 mg, 1.81 mmol) and precipitated calcium carbonate (970 mg, 9.7 mmol) were suspended in a dioxane-water (1:1) mixture solution (9 ml) and subjected to 25 hours of heating under reflux. After adding THF (25 ml) and filtering off the formed insoluble materials, the organic solvent was removed by evaporation. The thus obtained residue was extracted with ethyl acetate, and the resulting organic layer was washed with saturated brine and dried on anhydro...